From a dataset of the Open Reaction Database (ORD), a public repository of structured organic reaction records. describe an organic reaction: reactants, conditions, products, and yield Starting materials: ( 1 ), [Cl-].[NH4+] (ammonium chloride), NCCO (2-aminoethanol), C(C1=CC=CC=C1)OCCOC1=C(C(=NC(=N1)S(=O)(=O)C)NS(=O)(=O)C1=CC=C(C=C1)C(C)(C)C)C1=CC=C(C=C1)C (N-[6-(2-benzyloxyethoxy)-5-(4-methylphenyl)-2-methylsulfonylpyrimidin-4-yl]-4-tert-butylbenzenesulfonamide), Example 11-(6). Reaction conditions: temperature 120 celsius, time 3 hour. Product: C(C1=CC=CC=C1)OCCOC1=C(C(=NC(=N1)NCCO)NS(=O)(=O)C1=CC=C(C=C1)C(C)(C)C)C1=CC=C(C=C1)C (N-[6-{2-benzyloxyethoxy)-2-(2-hydroxyethylamino)-5-(4-methylphenyl)pyrimidin-4-yl]-4-tert-butylbenzenesulfonamide). RXN SMILES: [CH2:1]([O:8][CH2:9][CH2:10][O:11][C:12]1[N:17]=[C:16](S(C)(=O)=O)[N:15]=[C:14]([NH:22][S:23]([C:26]2[CH:31]=[CH:30][C:29]([C:32]([CH3:35])([CH3:34])[CH3:33])=[CH:28][CH:27]=2)(=[O:25])=[O:24])[C:13]=1[C:36]1[CH:41]=[CH:40][C:39]([CH3:42])=[CH:38][CH:37]=1)[C:2]1[CH:7]=[CH:6][CH:5]=[CH:4][CH:3]=1.[Cl-].[NH4+].[NH2:45][CH2:46][CH2:47][OH:48]>>[CH2:1]([O:8][CH2:9][CH2:10][O:11][C:12]1[N:17]=[C:16]([NH:45][CH2:46][CH2:47][OH:48])[N:15]=[C:14]([NH:22][S:23]([C:26]2[CH:27]=[CH:28][C:29]([C:32]([CH3:33])([CH3:35])[CH3:34])=[CH:30][CH:31]=2)(=[O:25])=[O:24])[C:13]=1[C:36]1[CH:41]=[CH:40][C:39]([CH3:42])=[CH:38][CH:37]=1)[C:2]1[CH:3]=[CH:4][CH:5]=[CH:6][CH:7]=1 |f:1.2|. Procedure details: ##STR152## (1) A solution of N-[6-(2-benzyloxyethoxy)-5-(4-methylphenyl)-2-methylsulfonylpyrimidin-4-yl]-4-tert-butylbenzenesulfonamide obtained in Reference Example 11-(6) (300 mg) in 2-aminoethanol (4 ml) is heated with stirring at 120° C. for three hours. After cooling, to the reaction solution is added an aqueous ammonium chloride solution, and the mixture is extracted with ethyl acetate. The ethyl acetate layer is washed with water, dried, and evaporated under reduced pressure to remove the... Starting materials: BrC1=CC(=C(C(=O)OC)C=C1)CBr (methyl 4-bromo-2-(bromomethyl)benzoate), Cl.N[C@H]1CC[C@H](CC1)O (cis-4-aminocyclohexanol hydrochloride). Product: BrC=1C=C2CN(C(C2=CC1)=O)[C@@H]1CC[C@@H](CC1)O (5-bromo-2-(cis-4-hydroxycyclohexyl)isoindolin-1-one). Reaction SMILES: [Br:1][C:2]1[CH:11]=[CH:10][C:5]([C:6]([O:8]C)=O)=[C:4]([CH2:12]Br)[CH:3]=1.Cl.[NH2:15][C@@H:16]1[CH2:21][CH2:20][C@H:19]([OH:22])[CH2:18][CH2:17]1>>[Br:1][C:2]1[CH:3]=[C:4]2[C:5](=[CH:10][CH:11]=1)[C:6](=[O:8])[N:15]([C@H:16]1[CH2:21][CH2:20][C@@H:19]([OH:22])[CH2:18][CH2:17]1)[CH2:12]2 |f:1.2|. Procedure: This compound was prepared by using procedures analogous to those described for the synthesis of Example 15, Step 1 starting from methyl 4-bromo-2-(bromomethyl)benzoate and cis-4-aminocyclohexanol hydrochloride. LCMS (M+H)+=310.0/312.0.